This data is from the Open Reaction Database (ORD), a public repository of structured organic reaction records. The task is: describe an organic reaction: reactants, conditions, products, and yield Reactants: 1,6-Hexyl Urea Styrene, NC1=CC=C(C=C)C=C1 (p-aminostyrene), N(=C=O)CCCCCCN=C=O (1,6-diisocyanato hexane). Run in C(Cl)(Cl)Cl (chloroform). Yields the product C=CC1=CC=CC=C1.C1(=CC=C(C=C1)NC(=O)N)C (p-Tolyl Urea Styrene). RXN SMILES: [NH2:1][C:2]1[CH:9]=[CH:8][C:5]([CH:6]=[CH2:7])=[CH:4][CH:3]=1.[N:10](CCCCCCN=C=O)=[C:11]=[O:12]>C(Cl)(Cl)Cl>[CH2:7]=[CH:6][C:5]1[CH:8]=[CH:9][CH:2]=[CH:3][CH:4]=1.[C:5]1([CH3:6])[CH:8]=[CH:9][C:2]([NH:1][C:11]([NH2:10])=[O:12])=[CH:3][CH:4]=1 |f:3.4|. Procedure: 1,6-Hexyl Urea Styrene Dimer: 1.00 g (8.40 mmol) of p-aminostyrene (99% Tokyo Kasei) was added to a 250 ml round bottom flask containing 100 ml of chloroform. After ten minutes of mixing, 0.706 g (4.20 mmol) of 1,6-diisocyanato hexane (98% Aldrich) was added dropwise. After twenty minutes, a white, pinkish precipitate formed. The precipitate was filtered to remove the reaction liquid, then washed with 20 ml of chloroform resulting in a pale white powder (0.87 g, 51% crude yield, mp=228° C.). Reactants: C(C)OC(=O)C=1C(NN=C(C1)C1=CC=C(C=C1)OC)=O (4-ethoxycarbonyl-6-(4-methoxyphenyl)-2H-pyridazin-3-one), BrCCCl (1-bromo-2-chloroethane). Yields the product ClCCN1N=C(C=C(C1=O)C(=O)OCC)C1=CC=C(C=C1)OC (2-(2-Chloroethyl)-4-ethyoxycarbonyl-6-(4-methoxyphenyl)-2H-pyridazin-3-one). Isolated yield 88.8%. Reaction SMILES: [CH2:1]([O:3][C:4]([C:6]1[C:7](=[O:20])[NH:8][N:9]=[C:10]([C:12]2[CH:17]=[CH:16][C:15]([O:18][CH3:19])=[CH:14][CH:13]=2)[CH:11]=1)=[O:5])[CH3:2].Br[CH2:22][CH2:23][Cl:24]>>[Cl:24][CH2:23][CH2:22][N:8]1[C:7](=[O:20])[C:6]([C:4]([O:3][CH2:1][CH3:2])=[O:5])=[CH:11][C:10]([C:12]2[CH:13]=[CH:14][C:15]([O:18][CH3:19])=[CH:16][CH:17]=2)=[N:9]1. Procedure details: Using 4-ethoxycarbonyl-6-(4-methoxyphenyl)-2H-pyridazin-3-one and 1-bromo-2-chloroethane as starting materials, the procedures of Example 1 were repeated likewise, whereby the title compound was obtained in a yield of 88.8%.